The task is: describe an organic reaction: reactants, conditions, products, and yield. This data is from the Open Reaction Database (ORD), a public repository of structured organic reaction records. Starting materials: Cl.NC=1C=C(CNC2=NC=NC3=C(C=CC=C23)C(=O)N)C=CC1 (4-(3-Amino-benzylamino)-quinazoline-8-carboxylic acid amide hydrochloride), ClC1=C2N=CNC2=NC=N1 (6-Chloro-9H-purine). Reaction conditions: time 3 hour. Product: N1=CN=C2NC=NC2=C1NC=1C=C(CNC2=NC=NC3=C(C=CC=C23)C(=O)N)C=CC1 (4-[3-(9H-Purin-6-ylamino)-benzylamino]-quinazoline-8-carboxylic acid amide). RXN SMILES: Cl.[NH2:2][C:3]1[CH:4]=[C:5]([CH:21]=[CH:22][CH:23]=1)[CH2:6][NH:7][C:8]1[C:17]2[C:12](=[C:13]([C:18]([NH2:20])=[O:19])[CH:14]=[CH:15][CH:16]=2)[N:11]=[CH:10][N:9]=1.Cl[C:25]1[N:33]=[CH:32][N:31]=[C:30]2[C:26]=1[N:27]=[CH:28][NH:29]2>>[N:33]1[C:25]([NH:2][C:3]2[CH:4]=[C:5]([CH:21]=[CH:22][CH:23]=2)[CH2:6][NH:7][C:8]2[C:17]3[C:12](=[C:13]([C:18]([NH2:20])=[O:19])[CH:14]=[CH:15][CH:16]=3)[N:11]=[CH:10][N:9]=2)=[C:26]2[C:30]([NH:29][CH:28]=[N:27]2)=[N:31][CH:32]=1 |f:0.1|. Procedure: The title compound was prepared according to Example 549 starting 4-(3-Amino-benzylamino)-quinazoline-8-carboxylic acid amide hydrochloride and 6-Chloro-9H-purine. Reaction conditions: 120° C. in the microwave for 3 h: Product: Oc1ccc(OCCN(Cc2ccccc2)CC(O)COc2ccccc2F)cc1. The reactants are O=C([O-])[O-], Oc1ccc(OCCNCc2ccccc2)cc1, CC(C)O, Cl, [K+], [K+], Fc1ccccc1OCC1CO1. RXN SMILES: [C:32](=[O:33])([O-:34])[O-:35].[CH2:2]([c:3]1[cH:4][cH:5][cH:6][cH:7][cH:8]1)[NH:9][CH2:10][CH2:11][O:12][c:13]1[cH:14][cH:15][c:16]([OH:19])[cH:17][cH:18]1.[CH3:38][CH:39]([OH:40])[CH3:41].[ClH:1].[K+:36].[K+:37].[O:20]1[CH2:21][CH:22]1[CH2:23][O:24][c:25]1[c:26]([F:31])[cH:27][cH:28][cH:29][cH:30]1>>[CH2:2]([c:3]1[cH:4][cH:5][cH:6][cH:7][cH:8]1)[N:9]([CH2:10][CH2:11][O:12][c:13]1[cH:14][cH:15][c:16]([OH:19])[cH:17][cH:18]1)[CH2:21][CH:22]([OH:20])[CH2:23][O:24][c:25]1[c:26]([F:31])[cH:27][cH:28][cH:29][cH:30]1. Starting materials: NCC[C@@H](C)N1CCC(CC1)N(C1=CC=CC=C1)CC=1C=NC=CC1C ([1-((R)-3-Amino-1-methyl-propyl)-piperidin-4-yl]-(4-methyl-pyridin-3-ylmethyl)-phenyl-amine), C(#N)C1=CC(=C(C(=O)O)C(=C1)C)C (4-cyano-2,6-dimethyl-benzoic acid), CCN(C(C)C)C(C)C (DIPEA), CCN=C=NCCCN(C)C (EDCI), C=1C=CC2=C(C1)N=NN2O (HOBT). The solvent is CN(C)C=O (DMF). Run at time 16 hour. The product is C(#N)C1=CC(=C(C(=O)NCC[C@@H](C)N2CCC(CC2)N(C2=CC=CC=C2)CC=2C=NC=CC2C)C(=C1)C)C (4-cyano-2,6-dimethyl-N-((R)-3-{4-[(4-methyl-pyridin-3-ylmethyl)-phenyl-amino]-piperidin-1-yl}-butyl)-benzamide). The yield is 71.9%. Reaction SMILES: [NH2:1][CH2:2][CH2:3][C@H:4]([N:6]1[CH2:11][CH2:10][CH:9]([N:12]([CH2:19][C:20]2[CH:21]=[N:22][CH:23]=[CH:24][C:25]=2[CH3:26])[C:13]2[CH:18]=[CH:17][CH:16]=[CH:15][CH:14]=2)[CH2:8][CH2:7]1)[CH3:5].CCN=C=NCCCN(C)C.C1C=CC2N(O)N=NC=2C=1.[C:48]([C:50]1[CH:58]=[C:57]([CH3:59])[C:53]([C:54](O)=[O:55])=[C:52]([CH3:60])[CH:51]=1)#[N:49].CCN(C(C)C)C(C)C>CN(C=O)C>[C:48]([C:50]1[CH:58]=[C:57]([CH3:59])[C:53]([C:54]([NH:1][CH2:2][CH2:3][C@H:4]([N:6]2[CH2:7][CH2:8][CH:9]([N:12]([CH2:19][C:20]3[CH:21]=[N:22][CH:23]=[CH:24][C:25]=3[CH3:26])[C:13]3[CH:18]=[CH:17][CH:16]=[CH:15][CH:14]=3)[CH2:10][CH2:11]2)[CH3:5])=[O:55])=[C:52]([CH3:60])[CH:51]=1)#[N:49]. Reported procedure: [1-((R)-3-Amino-1-methyl-propyl)-piperidin-4-yl]-(4-methyl-pyridin-3-ylmethyl)-phenyl-amine (200.0 mg, 0.57 mmol), EDCI (120.0 mg, 0.62 mmol) and HOBT (84.3 mg, 0.62 mmol) were combined in DMF (25 mL) to give a pale yellow solution. To this solution was added 4-cyano-2,6-dimethyl-benzoic acid (109.3 mg, 0.62 mmol) followed by DIPEA (119.0 μL, 0.68 mmol) and the resulting mixture was stirred at room temperature for 16 h. Standard workup according to General Procedure C gave the crude product as a... Starting materials: resultant mixture, Cl.COC=1C=C(C=CC1)CCCN (3-(3-methoxyphenyl)propan-1-amine hydrochloride), ClC1=NC=C(C(=N1)Cl)Cl (2,4,5-trichloropyrimidine), C([O-])([O-])=O.[K+].[K+] (potassium carbonate). Solvent: CN(C=O)C (N,N-dimethylformamide). Product: ClC1=NC=C(C(=N1)NCCCC1=CC(=CC=C1)OC)Cl (2,5-Dichloro-N-[3-(3-methoxyphenyl)propyl]pyrimidin-4-amine). Yield: 91.1%. Reaction SMILES: Cl.[CH3:2][O:3][C:4]1[CH:5]=[C:6]([CH2:10][CH2:11][CH2:12][NH2:13])[CH:7]=[CH:8][CH:9]=1.[Cl:14][C:15]1[N:20]=[C:19](Cl)[C:18]([Cl:22])=[CH:17][N:16]=1.C(=O)([O-])[O-].[K+].[K+]>CN(C)C=O>[Cl:14][C:15]1[N:20]=[C:19]([NH:13][CH2:12][CH2:11][CH2:10][C:6]2[CH:7]=[CH:8][CH:9]=[C:4]([O:3][CH3:2])[CH:5]=2)[C:18]([Cl:22])=[CH:17][N:16]=1 |f:0.1,3.4.5|. Procedure: To a solution of 3-(3-methoxyphenyl)propan-1-amine hydrochloride (2.00 g, 9.92 mmol) and 2,4,5-trichloropyrimidine (1.19 mL, 10.4 mmol) in N,N-dimethylformamide (30 mL) was added potassium carbonate (4.80 g, 34.7 mmol). The resultant mixture was stirred overnight at room temperature. The reaction was quenched with water. EtOAc was added and the layers were separated. The aqueous layer was extracted with EtOAc twice. The combined organic layers were washed with water and brine successively, then ... Reactants: CCOc1ccc([Si](C)(C)CCCc2ccc(F)c(Cl)c2)cc1, COCCOCCOCCOCCOC, Cl[Cu], [Na+], [O-]c1ccccc1. Yields the product CCOc1ccc([Si](C)(C)CCCc2ccc(F)c(Oc3ccccc3)c2)cc1. RXN SMILES: [CH2:1]([CH3:2])[O:3][c:4]1[cH:5][cH:6][c:7]([Si:10]([CH2:11][CH2:12][CH2:13][c:14]2[cH:15][c:16]([Cl:21])[c:17]([F:20])[cH:18][cH:19]2)([CH3:22])[CH3:23])[cH:8][cH:9]1.[CH3:34][O:35][CH2:36][CH2:37][O:38][CH2:39][CH2:40][O:41][CH2:42][CH2:43][O:44][CH2:45][CH2:46][O:47][CH3:48].[Cl:32][Cu:33].[Na+:24].[O-:25][c:26]1[cH:27][cH:28][cH:29][cH:30][cH:31]1>>[CH2:1]([CH3:2])[O:3][c:4]1[cH:5][cH:6][c:7]([Si:10]([CH2:11][CH2:12][CH2:13][c:14]2[cH:15][c:16]([O:25][c:26]3[cH:27][cH:28][cH:29][cH:30][cH:31]3)[c:17]([F:20])[cH:18][cH:19]2)([CH3:22])[CH3:23])[cH:8][cH:9]1. Starting materials: OC1=C(C(=O)OC)C=CC(=C1)I (methyl 2-hydroxy-4-iodobenzoate), C[Si](C)(C)C#C (trimethylsilylacetylene). Yields the product OC1=C(C(=O)OC)C=CC(=C1)C#C[Si](C)(C)C (methyl 2-hydroxy-4-trimethylsilylethynylbenzoate). The yield is 85.5%. As a reaction SMILES: [OH:1][C:2]1[CH:11]=[C:10](I)[CH:9]=[CH:8][C:3]=1[C:4]([O:6][CH3:7])=[O:5].[CH3:13][Si:14]([C:17]#[CH:18])([CH3:16])[CH3:15]>>[OH:1][C:2]1[CH:11]=[C:10]([C:18]#[C:17][Si:14]([CH3:16])([CH3:15])[CH3:13])[CH:9]=[CH:8][C:3]=1[C:4]([O:6][CH3:7])=[O:5]. Reported procedure: Following the basic procedure of Example 1(a), by reacting 34 g (122 mmol) of methyl 2-hydroxy-4-iodobenzoate with 34 ml (244 mmol) of trimethylsilylacetylene, 25.9 g (85%) of the expected compound were obtained in the form of a brown oil. Reactants: Fc1ccc(-c2nncc(-c3ccc(F)c(Br)c3)n2)c(F)c1, CC(C)O, CCCC[Sn](CCCC)(CCCC)c1c(F)cncc1F. The product is Fc1ccc(-c2nncc(-c3ccc(F)c(-c4c(F)cncc4F)c3)n2)c(F)c1. RXN SMILES: [Br:1][c:2]1[cH:3][c:4](-[c:9]2[n:10][c:11](-[c:15]3[c:16]([F:22])[cH:17][c:18]([F:21])[cH:19][cH:20]3)[n:12][n:13][cH:14]2)[cH:5][cH:6][c:7]1[F:8].[CH3:44][CH:45]([OH:46])[CH3:47].[F:23][c:24]1[cH:25][n:26][cH:27][c:28]([F:43])[c:29]1[Sn:30]([CH2:31][CH2:32][CH2:33][CH3:34])([CH2:35][CH2:36][CH2:37][CH3:38])[CH2:39][CH2:40][CH2:41][CH3:42]>>[c:2]1(-[c:29]2[c:24]([F:23])[cH:25][n:26][cH:27][c:28]2[F:43])[cH:3][c:4](-[c:9]2[n:10][c:11](-[c:15]3[c:16]([F:22])[cH:17][c:18]([F:21])[cH:19][cH:20]3)[n:12][n:13][cH:14]2)[cH:5][cH:6][c:7]1[F:8].